From a dataset of the Open Reaction Database (ORD), a public repository of structured organic reaction records. describe an organic reaction: reactants, conditions, products, and yield The reactants are C(C1=CC=CC=C1)C1=C(C=C(CO)C=C1S(N)(=O)=O)SC (4-benzyl-3-methylthio-5-sulfamylbenzyl alcohol), C(C)(=O)O (acetic acid), Br (hydrogen bromide). Solvent: O (water). Yields the product C(C1=CC=CC=C1)C1=C(C=C(CBr)C=C1S(N)(=O)=O)SC (4-Benzyl-3-methylthio-5-sulfamylbenzyl bromide). As a reaction SMILES: [CH2:1]([C:8]1[C:15]([S:16](=[O:19])(=[O:18])[NH2:17])=[CH:14][C:11]([CH2:12]O)=[CH:10][C:9]=1[S:20][CH3:21])[C:2]1[CH:7]=[CH:6][CH:5]=[CH:4][CH:3]=1.C(O)(=O)C.[BrH:26]>O>[CH2:1]([C:8]1[C:15]([S:16](=[O:19])(=[O:18])[NH2:17])=[CH:14][C:11]([CH2:12][Br:26])=[CH:10][C:9]=1[S:20][CH3:21])[C:2]1[CH:7]=[CH:6][CH:5]=[CH:4][CH:3]=1. Procedure: 4-Benzyl-3-methylthio-5-sulfamylbenzyl alcohol (10 g; prepared as described in Example 1) is while stirring added in portions to acetic acid saturated with dry hydrogen bromide (50 ml), and the mixture is stirred for 24 hours. The resulting solution is diluted with water (100 ml) and cooled to precipitate crude 4-benzyl-3-methylthio-5-sulfamylbenzyl bromide. After recrystallization from methanol it is obtained with a melting point of 149°-150° C. Reactants: O=C([O-])[O-], CCSC=CN1CCNC1=N[N+](=O)[O-], CS(C)=O, ClCc1ccc(Cl)nc1, [K+], [K+], O. As a reaction SMILES: [C:24](=[O:25])([O-:26])[O-:27].[CH2:1]([CH3:2])[S:3][CH:4]=[CH:5][N:6]1[C:7](=[N:11][N+:12](=[O:13])[O-:14])[NH:8][CH2:9][CH2:10]1.[CH3:30][S:31]([CH3:32])=[O:33].[Cl:15][c:16]1[n:17][cH:18][c:19]([CH2:22][Cl:23])[cH:20][cH:21]1.[K+:28].[K+:29].[OH2:34]>>[CH2:1]([CH3:2])[S:3][CH:4]=[CH:5][N:6]1[C:7](=[N:11][N+:12](=[O:13])[O-:14])[N:8]([CH2:22][c:19]2[cH:18][n:17][c:16]([Cl:15])[cH:21][cH:20]2)[CH2:9][CH2:10]1. Yields the product CCSC=CN1CCN(Cc2ccc(Cl)nc2)C1=N[N+](=O)[O-]. RXN SMILES: [CH2:3]([CH3:4])[I:5].[CH3:23][N:24]([CH3:25])[CH:26]=[O:27].[H-:1].[N+:6](=[O:7])([O-:8])[c:9]1[cH:10][c:11]([NH:12][C:13]([CH3:14])=[O:15])[cH:16][c:17]([N+:19](=[O:20])[O-:21])[cH:18]1.[Na+:2].[OH2:22]>>[CH2:3]([CH3:4])[N:12]([c:11]1[cH:10][c:9]([N+:6](=[O:7])[O-:8])[cH:18][c:17]([N+:19](=[O:20])[O-:21])[cH:16]1)[C:13]([CH3:14])=[O:15]. The reactants are CCI, CN(C)C=O, [H-], CC(=O)Nc1cc([N+](=O)[O-])cc([N+](=O)[O-])c1, [Na+], O. Yields the product CCN(C(C)=O)c1cc([N+](=O)[O-])cc([N+](=O)[O-])c1.